From a dataset of the Open Reaction Database (ORD), a public repository of structured organic reaction records. describe an organic reaction: reactants, conditions, products, and yield Starting materials: N1C=C(C=2C1=NC=CC2)C=O (1H-pyrrolo[2,3-B]pyridine-3-carbaldehyde), [H-].[Na+] (NaH), ClCOCC[Si](C)(C)C ([2-(chloromethoxy)ethyl](trimethyl)silane). Run in CN(C)C=O (DMF). Run at temperature 0 celsius, time 30 minute. The product is C[Si](CCOCN1C=C(C=2C1=NC=CC2)C=O)(C)C (1-{[2-(trimethylsilyl)ethoxy]methyl}-1H-pyrrolo[2,3-b]pyridine-3-carbaldehyde). Yield: 66.0%. RXN SMILES: [NH:1]1[C:5]2=[N:6][CH:7]=[CH:8][CH:9]=[C:4]2[C:3]([CH:10]=[O:11])=[CH:2]1.[H-].[Na+].Cl[CH2:15][O:16][CH2:17][CH2:18][Si:19]([CH3:22])([CH3:21])[CH3:20]>CN(C=O)C>[CH3:20][Si:19]([CH3:22])([CH3:21])[CH2:18][CH2:17][O:16][CH2:15][N:1]1[C:5]2=[N:6][CH:7]=[CH:8][CH:9]=[C:4]2[C:3]([CH:10]=[O:11])=[CH:2]1 |f:1.2|. Procedure: To a solution of 1H-pyrrolo[2,3-B]pyridine-3-carbaldehyde (2.0 g, 13.7 mmol) in 20 mL DMF at 0° C. was added NaH (328 mg, 13.7 mmol). The suspension was allowed to stir at 0° C. for 30 min, then [2-(chloromethoxy)ethyl](trimethyl)silane (2.67 mL, 15.1 mmol) was slowly added. The reaction was allowed to warm to ambient temperature and stirred for 16 h. The mixture was concentrated and partitioned between saturated NaHCO3 and CH2Cl2. The organics were washed with water and brine, then dried over N... The reactants are C(C)(C)(C)C1=CC(=C(C=N1)C=1N([C@]([C@](N1)(C)C1=CC=C(C=C1)Cl)(C)C1=CC=C(C=C1)Cl)C(=O)Cl)OCC ((4S,5R)-2-(6-tert-butyl-4-ethoxy-pyridin-3-yl)-4,5-bis-(4-chloro-phenyl)-4,5-dimethyl-4,5-dihydro-imidazole-1-carbonyl chloride), NC[C@H]1N(C[C@@H]([C@@H]1O)O)CCO ((2R,3R,4S)-2-aminomethyl-1-(2-hydroxy-ethyl)-pyrrolidine-3,4-diol). The product is O[C@@H]1[C@H](N(C[C@@H]1O)CCO)CNC(=O)N1C(=N[C@@]([C@@]1(C)C1=CC=C(C=C1)Cl)(C)C1=CC=C(C=C1)Cl)C=1C=NC(=CC1OCC)C(C)(C)C ((4S,5R)-2-(6-tert-Butyl-4-ethoxy-pyridin-3-yl)-4,5-bis-(4-chloro-phenyl)-4,5-dimethyl-4,5-dihydro-imidazole-1-carboxylic acid [(2R,3R,4S)-3,4-dihydroxy-1-(2-hydroxy-ethyl)-pyrrolidin-2-ylmethyl]-amide). RXN SMILES: [C:1]([C:5]1[N:10]=[CH:9][C:8]([C:11]2[N:12]([C:32](Cl)=[O:33])[C@@:13]([C:25]3[CH:30]=[CH:29][C:28]([Cl:31])=[CH:27][CH:26]=3)([CH3:24])[C@@:14]([C:17]3[CH:22]=[CH:21][C:20]([Cl:23])=[CH:19][CH:18]=3)([CH3:16])[N:15]=2)=[C:7]([O:35][CH2:36][CH3:37])[CH:6]=1)([CH3:4])([CH3:3])[CH3:2].[NH2:38][CH2:39][C@@H:40]1[C@@H:44]([OH:45])[C@@H:43]([OH:46])[CH2:42][N:41]1[CH2:47][CH2:48][OH:49]>>[OH:45][C@H:44]1[C@@H:43]([OH:46])[CH2:42][N:41]([CH2:47][CH2:48][OH:49])[C@@H:40]1[CH2:39][NH:38][C:32]([N:12]1[C@@:13]([C:25]2[CH:26]=[CH:27][C:28]([Cl:31])=[CH:29][CH:30]=2)([CH3:24])[C@@:14]([C:17]2[CH:22]=[CH:21][C:20]([Cl:23])=[CH:19][CH:18]=2)([CH3:16])[N:15]=[C:11]1[C:8]1[CH:9]=[N:10][C:5]([C:1]([CH3:2])([CH3:3])[CH3:4])=[CH:6][C:7]=1[O:35][CH2:36][CH3:37])=[O:33]. Procedure details: In a manner analogous to the method described in examples 8, (4S,5R)-2-(6-tert-butyl-4-ethoxy-pyridin-3-yl)-4,5-bis-(4-chloro-phenyl)-4,5-dimethyl-4,5-dihydro-imidazole-1-carbonyl chloride (example 51) was coupled with (2R,3R,4S)-2-aminomethyl-1-(2-hydroxy-ethyl)-pyrrolidine-3,4-diol (AFID Therapeutics) to give the title compound. HR-MS (ES, m/z) calculated for C36H46Cl2N5O5 [(M+H)+] 698.2871, observed 698.2873. The reactants are C1(C(C(C1C(=O)O)C(=O)O)C(=O)O)C(=O)O (1,2,3,4-cyclobutane tetracarboxylic acid), 7,8-dichlorodicyclo-(2,2,2)-octane-2,3,5,6-tetracarboxylic acid, 7,8-diphenyldicyclo-(2,2,2)-octane-2,3,5,6-tetracarboxylic acid, C1(C(C(C(C1)C(=O)O)C(=O)O)C(=O)O)C(=O)O (1,2,3,4-cyclopentane tetracarboxylic acid), dicyclo-(2,2,2)-octane-2,3,5,6-tetracarboxylic acid, dicyclo-(2,2,2)-octene-(7)-2,3,5,6-tetracarboxylic acid. The product is C(C(C(CC(=O)O)C(=O)O)C(=O)O)C(=O)O (1,2,3,4-butane tetracarboxylic acid). RXN SMILES: [CH:1]1([C:14]([OH:16])=[O:15])[CH:4]([C:5]([OH:7])=[O:6])[CH:3]([C:8]([OH:10])=[O:9])[CH:2]1[C:11]([OH:13])=[O:12].C1(C(O)=O)CC(C(O)=O)C(C(O)=O)C1C(O)=O>>[CH2:1]([C:14]([OH:16])=[O:15])[CH:4]([C:5]([OH:7])=[O:6])[CH:3]([C:8]([OH:10])=[O:9])[CH2:2][C:11]([OH:13])=[O:12]. Procedure details: 1,2,3,4-cyclobutane tetracarboxylic acid; 1,2,3,4-cyclopentane tetracarboxylic acid; dicyclo-(2,2,2)-octane-2,3,5,6-tetracarboxylic acid; 7,8-dichlorodicyclo-(2,2,2)-octane-2,3,5,6-tetracarboxylic acid; 7,8-diphenyldicyclo-(2,2,2)-octane-2,3,5,6-tetracarboxylic acid; dicyclo-(2,2,2)-octene-(7)-2,3,5,6-tetracarboxylic acid; Starting materials: COC(C(C)(C)NC(=O)C1=C(C2=CC=CC=C2C=C1)OCCO)=O (2-{[1-(2-hydroxy-ethoxy)-naphthalene-2-carbonyl]-amino}-2-methyl-propionic acid methyl ester), FC=1C=C(C=C(C1)F)O (3,5-difluorophenol), C1(=CC=CC=C1)P(C1=CC=CC=C1)C1=CC=CC=C1 (triphenyl phosphine), CC(C)OC(=O)/N=N/C(=O)OC(C)C (diisopropylazodicarboxylate). The solvent is C1CCOC1 (THF). Yields the product COC(C(C)(C)NC(=O)C1=C(C2=CC=CC=C2C=C1)OCCOC1=CC(=CC(=C1)F)F)=O (2-({1-[2-(3,5-difluoro-phenoxy)-ethoxy]-naphthalene-2-carbonyl}-amino)-2-methyl-propionic acid methyl ester). As a reaction SMILES: [CH3:1][O:2][C:3](=[O:24])[C:4]([NH:7][C:8]([C:10]1[CH:19]=[CH:18][C:17]2[C:12](=[CH:13][CH:14]=[CH:15][CH:16]=2)[C:11]=1[O:20][CH2:21][CH2:22][OH:23])=[O:9])([CH3:6])[CH3:5].[F:25][C:26]1[CH:27]=[C:28](O)[CH:29]=[C:30]([F:32])[CH:31]=1.C1(P(C2C=CC=CC=2)C2C=CC=CC=2)C=CC=CC=1.CC(OC(/N=N/C(OC(C)C)=O)=O)C>C1COCC1>[CH3:1][O:2][C:3](=[O:24])[C:4]([NH:7][C:8]([C:10]1[CH:19]=[CH:18][C:17]2[C:12](=[CH:13][CH:14]=[CH:15][CH:16]=2)[C:11]=1[O:20][CH2:21][CH2:22][O:23][C:28]1[CH:27]=[C:26]([F:25])[CH:31]=[C:30]([F:32])[CH:29]=1)=[O:9])([CH3:6])[CH3:5]. Reported procedure: To a solution of 67 mg 2-{[1-(2-hydroxy-ethoxy)-naphthalene-2-carbonyl]-amino}-2-methyl-propionic acid methyl ester and 29 mg 3,5-difluorophenol in 1 ml THF at 0° C. 58 mg triphenyl phosphine and 46 μl diisopropylazodicarboxylate were added. After 16 h at room temperature the reaction was concentrated in vacuo and after chromatography on silica (ethyl acetate/heptane) 80 mg 2-({1-[2-(3,5-difluoro-phenoxy)-ethoxy]-naphthalene-2-carbonyl}-amino)-2-methyl-propionic acid methyl ester were obtained. The reactants are Br, [O-][Cl+3]([O-])([O-])[O-], COc1c(Cl)ccc2c[n+]3ccccc3cc12. Yields the product [O-][Cl+3]([O-])([O-])[O-], Oc1c(Cl)ccc2c[n+]3ccccc3cc12. As a reaction SMILES: [BrH:23].[Cl+3:1]([O-:2])([O-:3])([O-:4])[O-:5].[Cl:6][c:7]1[cH:8][cH:9][c:10]2[c:11]([cH:12][c:13]3[cH:14][cH:15][cH:16][cH:17][n+:18]3[cH:19]2)[c:20]1[O:21][CH3:22]>>[Cl+3:1]([O-:2])([O-:3])([O-:4])[O-:5].[Cl:6][c:7]1[cH:8][cH:9][c:10]2[c:11]([cH:12][c:13]3[cH:14][cH:15][cH:16][cH:17][n+:18]3[cH:19]2)[c:20]1[OH:21]. Reactants: N1C=C(C2=CC=CC=C12)/C=C/C(=O)C1=CC(=C(C(=C1)OC)OC)OC ((E)-3-(Indol-3-yl)-1-(3,4,5-trimethoxyphenyl)-2-propen-1-one), C(C(C)C)Br (isobutyl bromide). Procedure: Substantially the same procedure as in Example 3 was repeated using Compound 1 (1.69 g) obtained in Example 1 and isobutyl bromide (0.82 ml) to give Compound 5 (1.32 g). Reaction SMILES: [NH:1]1[C:9]2[C:4](=[CH:5][CH:6]=[CH:7][CH:8]=2)[C:3](/[CH:10]=[CH:11]/[C:12]([C:14]2[CH:19]=[C:18]([O:20][CH3:21])[C:17]([O:22][CH3:23])=[C:16]([O:24][CH3:25])[CH:15]=2)=[O:13])=[CH:2]1.[CH2:26](Br)[CH:27]([CH3:29])[CH3:28]>>[CH2:26]([N:1]1[C:9]2[C:4](=[CH:5][CH:6]=[CH:7][CH:8]=2)[C:3](/[CH:10]=[CH:11]/[C:12]([C:14]2[CH:19]=[C:18]([O:20][CH3:21])[C:17]([O:22][CH3:23])=[C:16]([O:24][CH3:25])[CH:15]=2)=[O:13])=[CH:2]1)[CH:27]([CH3:29])[CH3:28]. The product is C(C(C)C)N1C=C(C2=CC=CC=C12)/C=C/C(=O)C1=CC(=C(C(=C1)OC)OC)OC ((E)-3-(1-Isobutylindol-3-yl)-1-(3,4,5-trimethoxy-phenyl)-2-propen-1-one). Procedure details: The title compound is prepared analogously to {(R)-1-[9-[(1R,2S,3R,4S)-4-((R)-2-benzyloxy-propionylamino)-2,3-dihydroxy-cyclopentyl]-6-(2,2-diphenyl-ethylamino)-9H-purin-2-yl]-pyrrolidin-3-yl}-carbamic acid tert-butyl ester (Example 181, step 3), by substituting acetic acid (S)-1-{(1S,2R,3S,4R)-4-[2-chloro-6-(2,2-diphenyl-ethylamino)-purin-9-yl]-2,3-dihydroxy-cyclopentylcarbamoyl}-ethyl ester (Example 182, step 2) for (R)-2-benzyloxy-N-{(1S,2R,3S,4R)-4-[2-chloro-6-(2,2-diphenyl-ethylamino)-purin... As a reaction SMILES: [C:1]([O:5][C:6](=[O:57])[NH:7][C@@H:8]1[CH2:12][CH2:11][N:10]([C:13]2[N:21]=[C:20]3[C:16]([N:17]=[CH:18][N:19]3[C@@H:22]3[CH2:26][C@H:25]([NH:27][C:28](=[O:39])[C@H:29]([O:31][CH2:32][C:33]4C=CC=CC=4)[CH3:30])[C@@H:24]([OH:40])[C@H:23]3[OH:41])=[C:15]([NH:42][CH2:43][CH:44]([C:51]3[CH:56]=[CH:55][CH:54]=[CH:53][CH:52]=3)[C:45]3[CH:50]=[CH:49][CH:48]=[CH:47][CH:46]=3)[N:14]=2)[CH2:9]1)([CH3:4])([CH3:3])[CH3:2].C([O:65][C@H](C)C(N[C@H]1C[C@@H](N2C=NC3C2=NC(Cl)=NC=3NCC(C2C=CC=CC=2)C2C=CC=CC=2)[C@H](O)[C@@H]1O)=O)C1C=CC=CC=1>>[C:1]([O:5][C:6]([NH:7][C@@H:8]1[CH2:12][CH2:11][N:10]([C:13]2[N:21]=[C:20]3[C:16]([N:17]=[CH:18][N:19]3[C@@H:22]3[CH2:26][C@H:25]([NH:27][C:28]([C@@H:29]([O:31][C:32](=[O:65])[CH3:33])[CH3:30])=[O:39])[C@@H:24]([OH:40])[C@H:23]3[OH:41])=[C:15]([NH:42][CH2:43][CH:44]([C:51]3[CH:52]=[CH:53][CH:54]=[CH:55][CH:56]=3)[C:45]3[CH:46]=[CH:47][CH:48]=[CH:49][CH:50]=3)[N:14]=2)[CH2:9]1)=[O:57])([CH3:4])([CH3:2])[CH3:3]. Starting materials: C(C)(C)(C)OC(N[C@H]1CN(CC1)C1=NC(=C2N=CN(C2=N1)[C@H]1[C@@H]([C@@H]([C@H](C1)NC([C@@H](C)OCC1=CC=CC=C1)=O)O)O)NCC(C1=CC=CC=C1)C1=CC=CC=C1)=O ({(R)-1-[9-[(1R,2S,3R,4S)-4-((R)-2-Benzyloxy-propionylamino)-2,3-dihydroxy-cyclopentyl]-6-(2,2-diphenyl-ethylamino)-9H-purin-2-yl]-pyrrolidin-3-yl}-carbamic acid tert-butyl ester), C(C1=CC=CC=C1)O[C@@H](C(=O)N[C@@H]1[C@H]([C@H]([C@@H](C1)N1C2=NC(=NC(=C2N=C1)NCC(C1=CC=CC=C1)C1=CC=CC=C1)Cl)O)O)C ((R)-2-Benzyloxy-N-{(1S,2R,3S,4R)-4-[2-chloro-6-(2,2-diphenyl-ethylamino)-purin-9-yl]-2,3-dihydroxy-cyclopentyl}-propionamide). Yields the product C(C)(C)(C)OC(=O)N[C@H]1CN(CC1)C1=NC(=C2N=CN(C2=N1)[C@H]1[C@@H]([C@@H]([C@H](C1)NC(=O)[C@H](C)OC(C)=O)O)O)NCC(C1=CC=CC=C1)C1=CC=CC=C1 (Acetic acid (S)-1-{(1S,2R,3S,4R)-4-[2-((R)-3-tert-butoxycarbonylamino-pyrrolidin-1-yl)-6-(2,2-diphenyl-ethylamino)-purin-9-yl]-2,3-dihydroxy-cyclopentylcarbamoyl}-ethyl ester).